The task is: describe an organic reaction: reactants, conditions, products, and yield. This data is from the Open Reaction Database (ORD), a public repository of structured organic reaction records. Reactants: C1(=C(C=CC=C1)N)N (o-phenylenediamine), aqueous solution, C(C)(=O)O (acetic acid), C(=O)C(CCCC)NC([C@@H](NC(=O)OCC1=CC=CC=C1)CC(C)C)=O (N-benzyloxycarbonyl-L-leucine-(1-formyl)pentylamide). Run in CO (methanol). Product: N1=C(NC2=C1C=CC=C2)C(CCCC)NC([C@@H](NC(=O)OCC2=CC=CC=C2)CC(C)C)=O (N-Benzyloxycarbonyl-L-leucine-[1-(benzimidazol-2-yl)]pentylamide). The yield is 24.1%. RXN SMILES: [CH:1]([CH:3]([NH:8][C:9](=[O:26])[C@H:10]([CH2:22][CH:23]([CH3:25])[CH3:24])[NH:11][C:12]([O:14][CH2:15][C:16]1[CH:21]=[CH:20][CH:19]=[CH:18][CH:17]=1)=[O:13])[CH2:4][CH2:5][CH2:6][CH3:7])=O.[C:27]1([NH2:34])[CH:32]=[CH:31][CH:30]=[CH:29][C:28]=1[NH2:33].C(O)(=O)C>CO>[N:33]1[C:28]2[CH:29]=[CH:30][CH:31]=[CH:32][C:27]=2[NH:34][C:1]=1[CH:3]([NH:8][C:9](=[O:26])[C@H:10]([CH2:22][CH:23]([CH3:25])[CH3:24])[NH:11][C:12]([O:14][CH2:15][C:16]1[CH:21]=[CH:20][CH:19]=[CH:18][CH:17]=1)=[O:13])[CH2:4][CH2:5][CH2:6][CH3:7]. Reported procedure: In 20 ml of methanol was dissolved 1.1 g of N-benzyloxycarbonyl-L-leucine-(1-formyl)pentylamide obtained in the same manner as in Example 4-(b), and 356 mg of o-phenylenediamine and 0.2 ml of a 50% aqueous solution of acetic acid were added thereto. The mixture was allowed to react at room temperature for 40 hours. After completion of the reaction, the solvent was removed by distillation under reduced pressure. The residue was purifled by medium-pressure column chromatography on silica gel to ob... Starting materials: O (Water), C([O-])([O-])=O.[K+].[K+] (potassium carbonate), C1(=CC=CC=C1)CCCCBr (4-phenylbutylbromide), C(C)(C)(C)OC(NC(CCC1=CC(=C(C=C1)O)C(F)(F)F)(CO)CO)=O ([3-(4-hydroxy-3-trifluoromethylphenyl)-1,1-bis(hydroxymethyl)propyl]carbamic acid t-butyl ester). Solvent: CN(C=O)C (N,N-dimethylformamide). Run at temperature 80 celsius, time 6 hour. Yields the product C(C)(C)(C)OC(NC(CCC1=CC(=C(C=C1)OCCCCC1=CC=CC=C1)C(F)(F)F)(CO)CO)=O ({1,1-bis(hydroxymethyl)-3-[4-(4-phenylbutoxy)-3-trifluoromethylphenyl]propyl}carbamic acid t-butyl ester). The yield is 103.8%. RXN SMILES: [C:1]([O:5][C:6](=[O:26])[NH:7][C:8]([CH2:24][OH:25])([CH2:22][OH:23])[CH2:9][CH2:10][C:11]1[CH:16]=[CH:15][C:14]([OH:17])=[C:13]([C:18]([F:21])([F:20])[F:19])[CH:12]=1)([CH3:4])([CH3:3])[CH3:2].C(=O)([O-])[O-].[K+].[K+].[C:33]1([CH2:39][CH2:40][CH2:41][CH2:42]Br)[CH:38]=[CH:37][CH:36]=[CH:35][CH:34]=1.O>CN(C)C=O>[C:1]([O:5][C:6](=[O:26])[NH:7][C:8]([CH2:22][OH:23])([CH2:24][OH:25])[CH2:9][CH2:10][C:11]1[CH:16]=[CH:15][C:14]([O:17][CH2:42][CH2:41][CH2:40][CH2:39][C:33]2[CH:38]=[CH:37][CH:36]=[CH:35][CH:34]=2)=[C:13]([C:18]([F:20])([F:19])[F:21])[CH:12]=1)([CH3:4])([CH3:2])[CH3:3] |f:1.2.3|. Reported procedure: Compound 3-6 (350 mg) was dissolved in N,N-dimethylformamide (10 ml), potassium carbonate (255 mg) and 4-phenylbutylbromide (235 mg) were added, and the mixture was stirred at 80° C. for 6 hr. Water was added to the reaction mixture, and the mixture was extracted with ethyl acetate, washed with water and saturated brine, and dried over anhydrous magnesium sulfate. The solvent was evaporated under reduced pressure to give the object product (490 mg) as a colorless oil.